Dataset: the Open Reaction Database (ORD), a public repository of structured organic reaction records. Task: describe an organic reaction: reactants, conditions, products, and yield The reactants are [N+](=O)([O-])C=1C(=C2NC(C(NC2=CC1Cl)=O)=O)Cl (6-nitro-5,7-dichloro-1,4-dihydro-2,3-quinoxalinedione), O.O.Cl[Sn]Cl (SnCl2.2H2O). Run in C(C)O (ethanol). Run at temperature 90 celsius, time 0.5 hour. Yields the product NC=1C(=C2NC(C(NC2=CC1Cl)=O)=O)Cl (6-Amino-5,7-dichloro-1,4-dihydro-2,3-quinoxalinedione). The yield is 44.1%. Reaction SMILES: [N+:1]([C:4]1[C:5]([Cl:17])=[C:6]2[C:11](=[CH:12][C:13]=1[Cl:14])[NH:10][C:9](=[O:15])[C:8](=[O:16])[NH:7]2)([O-])=O.O.O.Cl[Sn]Cl>C(O)C>[NH2:1][C:4]1[C:5]([Cl:17])=[C:6]2[C:11](=[CH:12][C:13]=1[Cl:14])[NH:10][C:9](=[O:15])[C:8](=[O:16])[NH:7]2 |f:1.2.3|. Procedure: To a stirred mixture of 6-nitro-5,7-dichloro-1,4-dihydro-2,3-quinoxalinedione (81 mg, 0.295 mMol) in ethanol (3 mL) was added SnCl2.2H2O (331 mg, 1.47 mMol) in one portion. The mixture was refluxed at 80° C. (oil bath 90° C.) with stirring to 0.5 h, to form a clear solution and continually refluxed for another 0.5 h. It was then cooled to room temperature and the yellow precipitate was collected by filtration, followed by washing with cold ethanol (2×1 mL) to give 70 mg (97%) of crude title comp...